This data is from the Open Reaction Database (ORD), a public repository of structured organic reaction records. The task is: describe an organic reaction: reactants, conditions, products, and yield The reactants are C(CO)O (ethylene glycol), CC(=O)C1=C(C=C(C=C1)OC)F (2-fluoro-4-methoxyacetophenone), C(CO)O (ethylene glycol). The reagents and catalysts are O.C1(=CC=C(C=C1)S(=O)(=O)O)C (p-toluene sulfonic acid hydrate), O.C1(=CC=C(C=C1)S(=O)(=O)O)C (p-toluene sulfonic acid hydrate). The solvent is CCOCC (ether), C1(=CC=CC=C1)C (toluene). Product: FC1=C(C=CC(=C1)OC)C1(OCCO1)C (2-(2-Fluoro-4-methoxy-phenyl)-2-methyl-[1,3]dioxolane). Yield: 77.0%. RXN SMILES: [CH3:1][C:2]([C:4]1[CH:9]=[CH:8][C:7]([O:10][CH3:11])=[CH:6][C:5]=1[F:12])=[O:3].[CH2:13](O)[CH2:14][OH:15]>C1(C)C=CC=CC=1.CCOCC.O.C1(C)C=CC(S(O)(=O)=O)=CC=1>[F:12][C:5]1[CH:6]=[C:7]([O:10][CH3:11])[CH:8]=[CH:9][C:4]=1[C:2]1([CH3:1])[O:15][CH2:14][CH2:13][O:3]1 |f:4.5|. Procedure details: A solution of 5.00 g (30.00 mmol) 2-fluoro-4-methoxyacetophenone, 1.11 ml (33.00 mmol) ethylene glycol and 0.28 g (1.49 mmol) p-toluene sulfonic acid hydrate in 50 ml toluene was refluxed in a Dean-Stark apparatus for 2.5 days. After 0.5 and 1.5 days additional 1.11 ml (33.00 mmol) ethylene glycol and 0.28 g (1.49 mmol) p-toluene sulfonic acid hydrate were added. After cooling, the reaction was diluted in ether and washed with aqueous saturated NaHCO3 (two times) and aqueous 10% NaCl solution. T...